The task is: describe an organic reaction: reactants, conditions, products, and yield. This data is from the Open Reaction Database (ORD), a public repository of structured organic reaction records. The reactants are C1N2CN3CN1CN(C2)C3, Oc1c(F)cccc1F, O, O=C(O)C(F)(F)F. The product is O=Cc1cc(F)c(O)c(F)c1. RXN SMILES: [CH2:10]1[N:11]2[CH2:12][N:13]3[CH2:14][N:15]([CH2:16]2)[CH2:17][N:18]1[CH2:19]3.[F:1][c:2]1[c:3]([OH:9])[c:4]([F:8])[cH:5][cH:6][cH:7]1.[OH2:27].[OH:20][C:21]([C:22]([F:23])([F:24])[F:25])=[O:26]>>[F:1][c:2]1[c:3]([OH:9])[c:4]([F:8])[cH:5][c:6]([CH:21]=[O:20])[cH:7]1. Reactants: CCOC(C)=O, CN(C)C=O, [Cl-], O=C1CCCc2cc(OS(=O)(=O)C(F)(F)F)ccc21, [Li+], CCCC[Sn](CCCC)(CCCC)c1cccs1. Product: O=C1CCCc2cc(-c3cccs3)ccc21. Reaction SMILES: [CH3:40][CH2:41][O:42][C:43](=[O:44])[CH3:45].[CH3:46][N:47]([CH3:48])[CH:49]=[O:50].[Cl-:39].[F:1][C:2]([F:3])([F:4])[S:5]([O:6][c:7]1[cH:8][c:9]2[c:14]([cH:15][cH:16]1)[C:13](=[O:17])[CH2:12][CH2:11][CH2:10]2)(=[O:18])=[O:19].[Li+:38].[s:20]1[c:21]([Sn:25]([CH2:26][CH2:27][CH2:28][CH3:29])([CH2:30][CH2:31][CH2:32][CH3:33])[CH2:34][CH2:35][CH2:36][CH3:37])[cH:22][cH:23][cH:24]1>>[c:7]1(-[c:21]2[s:20][cH:24][cH:23][cH:22]2)[cH:8][c:9]2[c:14]([cH:15][cH:16]1)[C:13](=[O:17])[CH2:12][CH2:11][CH2:10]2. Reactants: C1=C(C=CC=2SC3=CC=CC=C3SC12)S(=O)(=O)Cl (thianthrene-2-sulfonyl chloride), C(C)(C)(C)OC([C@@H](N)CC(N)=O)=O ((L)-asparagine-t-butyl ester), C1=C(C=CC=2OC3=CC=CC=C3SC12)S(=O)(=O)Cl (phenoxathiine-2-sulfonyl chloride), C(C)(C)(C)OC([C@@H](N)C(C)C)=O ((L)-valine-t-butyl ester). Yields the product C1=C(C=CC=2OC3=CC=CC=C3SC12)S(=O)(=O)N[C@H](C(=O)O)CC(=O)N ((S)-2-(phenoxathiine-2-sulfonylamino)-succinamic acid). RXN SMILES: C1C2SC3C(=CC=CC=3)SC=2C=CC=1S(Cl)(=O)=O.[CH:19]1[C:32]2[S:31][C:30]3[C:25](=[CH:26][CH:27]=[CH:28][CH:29]=3)[O:24][C:23]=2[CH:22]=[CH:21][C:20]=1[S:33](Cl)(=[O:35])=[O:34].C(OC(=O)[C@H](C(C)C)N)(C)(C)C.C([O:53][C:54](=[O:61])[C@H:55]([CH2:57][C:58](=[O:60])[NH2:59])[NH2:56])(C)(C)C>>[CH:19]1[C:32]2[S:31][C:30]3[C:25](=[CH:26][CH:27]=[CH:28][CH:29]=3)[O:24][C:23]=2[CH:22]=[CH:21][C:20]=1[S:33]([NH:56][C@@H:55]([CH2:57][C:58]([NH2:59])=[O:60])[C:54]([OH:61])=[O:53])(=[O:35])=[O:34]. Procedure details: When in the procedure of Example 1, Step (b), thianthrene-2-sulfonyl chloride is replaced by phenoxathiine-2-sulfonyl chloride and (L)-valine-t-butyl ester is replaced with (L)-asparagine-t-butyl ester, (S)-2-(phenoxathiine-2-sulfonylamino)-succinamic acid is obtained; mp 165-175° C. Reactants: CCOC(=O)c1ccncc1, CNC=O, [Fe+2], [Na+], [Na+], [Na+], O, O, O, O, O, O, O, OO, O=C([O-])CC(O)(CC(=O)[O-])C(=O)[O-], O=S(=O)(O)O, O=S(=O)([O-])[O-]. Yields the product CCOC(=O)c1ccnc(C(=O)NC)c1. As a reaction SMILES: [CH2:1]([CH3:2])[O:3][C:4]([c:5]1[cH:6][cH:7][n:8][cH:9][cH:10]1)=[O:11].[CH3:35][NH:36][CH:37]=[O:38].[Fe+2:51].[Na+:19].[Na+:20].[Na+:21].[OH2:39].[OH2:40].[OH2:41].[OH2:42].[OH2:43].[OH2:44].[OH2:45].[OH:17][OH:18].[OH:22][C:23]([C:24](=[O:25])[O-:26])([CH2:27][C:28](=[O:29])[O-:30])[CH2:31][C:32](=[O:33])[O-:34].[S:12](=[O:13])(=[O:14])([OH:15])[OH:16].[S:46]([O-:47])([O-:48])(=[O:49])=[O:50]>>[CH2:1]([CH3:2])[O:3][C:4]([c:5]1[cH:6][cH:7][n:8][c:9]([C:37]([NH:36][CH3:35])=[O:38])[cH:10]1)=[O:11]. Reactants: N#CC1(c2cccc(C(F)(F)F)c2)CCN(Cc2ccccc2)CC1, CO, Cl, N, [Ni]. Yields the product NCC1(c2cccc(C(F)(F)F)c2)CCN(Cc2ccccc2)CC1. RXN SMILES: [CH2:2]([c:3]1[cH:4][cH:5][cH:6][cH:7][cH:8]1)[N:9]1[CH2:10][CH2:11][C:12]([C:15]#[N:16])([c:17]2[cH:18][c:19]([C:23]([F:24])([F:25])[F:26])[cH:20][cH:21][cH:22]2)[CH2:13][CH2:14]1.[CH3:28][OH:29].[ClH:1].[NH3:27].[Ni:30]>>[CH2:2]([c:3]1[cH:4][cH:5][cH:6][cH:7][cH:8]1)[N:9]1[CH2:10][CH2:11][C:12]([CH2:15][NH2:16])([c:17]2[cH:18][c:19]([C:23]([F:24])([F:25])[F:26])[cH:20][cH:21][cH:22]2)[CH2:13][CH2:14]1. Reaction SMILES: [C:1](O)([CH3:4])([CH3:3])[CH3:2].S(=O)(=O)(O)O.[CH2:11]([O:14][C:15]1[CH:23]=[CH:22][C:21]([SH:24])=[CH:20][C:16]=1[C:17]([NH2:19])=[O:18])[CH2:12][CH3:13]>O>[C:1]([S:24][C:21]1[CH:22]=[CH:23][C:15]([O:14][CH2:11][CH2:12][CH3:13])=[C:16]([CH:20]=1)[C:17]([NH2:19])=[O:18])([CH3:4])([CH3:3])[CH3:2]. Starting materials: C(CC)OC1=C(C(=O)N)C=C(C=C1)S (2-propoxy-5-mercaptobenzamide), C(C)(C)(C)O (t-Butanol), S(O)(O)(=O)=O (sulphuric acid), C(C)(C)(C)O (t-butanol). Isolated yield 59.3%. Yields the product C(C)(C)(C)SC=1C=CC(=C(C(=O)N)C1)OCCC (5-t-butylthio-2-propoxybenzamide). Procedure: t-Butanol (16 g.) was added to an aqueous sulphuric acid solution (200 ml.; containing 75% w/w sulphuric acid) cooled in ice-water. The mixture was stirred until all the t-butanol had dissolved, and then 2-propoxy-5-mercaptobenzamide (20 g.; prepared as described in Reference Example 2) was added in small portions with stirring during 15 minutes. After all the solid had dissolved the mixture was allowed to warm up to room temperature and kept at that temperature for 15 minutes. The solution was ... Run at time 15 minute. The solvent is ice water, O (water). The reactants are CCC1OC(=O)C(C)C(=O)C(C)C(OC2OC(C)CC(N(C)C)C2O)C(C)(OC)CC(C)C(=O)C(C)C2N(CCCCn3cnc(-c4cccnc4)c3)C(=O)OC12CO, CCOC(C)=O, ClCCl. Yields the product CCC1OC(=O)C(C)C(=O)C(C)C(OC2OC(C)CC(N(C)C)C2O)C(C)(OC)CC(C)C(=O)C(C)C2N(CCCCn3cnc(-c4cccnc4)c3)C(=O)OC12C=O. RXN SMILES: [CH3:1][N:2]([CH:3]1[CH:4]([OH:58])[CH:5]([O:6][CH:7]2[C:8]([CH3:51])([O:52][CH3:53])[CH2:9][CH:10]([CH3:50])[C:11](=[O:49])[CH:12]([CH3:48])[CH:13]3[N:14]([CH2:33][CH2:34][CH2:35][CH2:36][n:37]4[cH:38][n:39][c:40](-[c:42]5[cH:43][n:44][cH:45][cH:46][cH:47]5)[cH:41]4)[C:15](=[O:32])[O:16][C:17]3([CH2:30][OH:31])[CH:18]([CH2:28][CH3:29])[O:19][C:20](=[O:27])[CH:21]([CH3:26])[C:22](=[O:25])[CH:23]2[CH3:24])[O:54][CH:55]([CH3:57])[CH2:56]1)[CH3:59].[CH3:63][CH2:64][O:65][C:66](=[O:67])[CH3:68].[Cl:60][CH2:61][Cl:62]>>[CH3:1][N:2]([CH:3]1[CH:4]([OH:58])[CH:5]([O:6][CH:7]2[C:8]([CH3:51])([O:52][CH3:53])[CH2:9][CH:10]([CH3:50])[C:11](=[O:49])[CH:12]([CH3:48])[CH:13]3[N:14]([CH2:33][CH2:34][CH2:35][CH2:36][n:37]4[cH:38][n:39][c:40](-[c:42]5[cH:43][n:44][cH:45][cH:46][cH:47]5)[cH:41]4)[C:15](=[O:32])[O:16][C:17]3([CH:30]=[O:31])[CH:18]([CH2:28][CH3:29])[O:19][C:20](=[O:27])[CH:21]([CH3:26])[C:22](=[O:25])[CH:23]2[CH3:24])[O:54][CH:55]([CH3:57])[CH2:56]1)[CH3:59]. Starting materials: hydrochloride salt, N (NH3), ON=C(C=1C=NC=NC1)Cl (N-Hydroxypyrimidine-5-carbimidoyl chloride), C(#C)C=1C=C(C#N)C=CC1 (3-Ethynylbenzonitrile). Yields the product N1=CN=CC(=C1)C1=NOC(=C1)C=1C=C(C#N)C=CC1 (3-(3-(Pyrimidin-5-yl)isoxazol-5-yl)benzonitrile). RXN SMILES: [OH:1][N:2]=[C:3](Cl)[C:4]1[CH:5]=[N:6][CH:7]=[N:8][CH:9]=1.[C:11]([C:13]1[CH:14]=[C:15]([CH:18]=[CH:19][CH:20]=1)[C:16]#[N:17])#[CH:12].N>>[N:6]1[CH:5]=[C:4]([C:3]2[CH:12]=[C:11]([C:13]3[CH:14]=[C:15]([CH:18]=[CH:19][CH:20]=3)[C:16]#[N:17])[O:1][N:2]=2)[CH:9]=[N:8][CH:7]=1. Procedure details: The titled compound was prepared as the hydrochloride salt according to Method CB using the product of Example 44B (79 mg, 0.5 mmol) and the product of Example 19A (64 mg, 0.5 mmol). 1H NMR (300 MHz, DMSO-d6) δ 7.83 (t, J=7.8 Hz, 1H), 7.94 (s, 1H), 8.04 (dt, J=7.8, 1.4 Hz, 1H), 8.25 (dt, J=8.1, 1.4 Hz, 1H), 8.42 (t, J=1.5 Hz, 1H), 9.32 (s, 2H), 9.36 (s, 1H) ppm; MS (DCI/NH3) m/z 249 (M+H)+. Starting materials: CN, CC(=O)OCc1ccc(Cl)cc1N(C(C)COC(=O)Oc1ccc([N+](=O)[O-])cc1)S(=O)(=O)c1ccc(Cl)cc1, CN(C)C=O. Product: CNC(=O)OCC(C)N(c1cc(Cl)ccc1COC(C)=O)S(=O)(=O)c1ccc(Cl)cc1. RXN SMILES: [CH3:40][NH2:41].[Cl:1][c:2]1[cH:3][cH:4][c:5]([S:8](=[O:9])(=[O:10])[N:11]([CH:12]([CH2:13][O:14][C:15](=[O:16])[O:17][c:18]2[cH:19][cH:20][c:21]([N+:22]([O-:23])=[O:24])[cH:25][cH:26]2)[CH3:27])[c:28]2[c:29]([CH2:35][O:36][C:37]([CH3:38])=[O:39])[cH:30][cH:31][c:32]([Cl:34])[cH:33]2)[cH:6][cH:7]1.[O:42]=[CH:43][N:44]([CH3:45])[CH3:46]>>[Cl:1][c:2]1[cH:3][cH:4][c:5]([S:8](=[O:9])(=[O:10])[N:11]([CH:12]([CH2:13][O:14][C:15](=[O:16])[NH:41][CH3:40])[CH3:27])[c:28]2[c:29]([CH2:35][O:36][C:37]([CH3:38])=[O:39])[cH:30][cH:31][c:32]([Cl:34])[cH:33]2)[cH:6][cH:7]1.